Task: describe an organic reaction: reactants, conditions, products, and yield. Dataset: the Open Reaction Database (ORD), a public repository of structured organic reaction records The reactants are crude product, C(#N)CCOC(C)OCCC#N (bis(2-cyanoethoxy)ethane), C(C=C)#N (acrylonitrile), C(CO)O (ethylene glycol), [OH-].[Li+] (lithium hydroxide), C(#N)CCOC(C)O (2-cyanoethoxyethanol), C(C=C)#N (acrylonitrile), COC(C#N)C (methoxypropionitrile), C(#N)CCOC(C)OCCC#N (bis(2-cyanoethoxy)ethane). Solvent: CO (methanol), CO (methanol). Reaction conditions: temperature 50 celsius, time 2 hour. Product: C(#N)CCOC(C)OCCC#N.COCCC#N (bis(2-cyanoethoxy)ethane 3-methoxypropionitrile). RXN SMILES: [C:1]([CH2:3][CH2:4][O:5][CH:6]([O:8][CH2:9][CH2:10][C:11]#[N:12])[CH3:7])#[N:2].C(#N)C=C.C(O)CO.[OH-].[Li+].COC(C)C#N.[C:29]([CH2:31][CH2:32][O:33][CH:34](O)C)#[N:30]>CO>[C:11]([CH2:10][CH2:9][O:8][CH:6]([O:5][CH2:4][CH2:3][C:1]#[N:2])[CH3:7])#[N:12].[CH3:34][O:33][CH2:32][CH2:31][C:29]#[N:30] |f:3.4,8.9|. Procedure: As in Example 1, bis(2-cyanoethoxy)ethane was prepared by the addition of 623 g (11.73 moles) of acrylonitrile to 310 g (5.0 moles) of ethylene glycol containing 1.0 g of anhydrous lithium hydroxide at 55°-60° C. over a period of 90 min. The reaction was permitted to stir an additional 2 hr at 50° C. The reaction contents were cooled to 25° C. and 88.0 g (2.75 moles) of methanol was added over a period of 1 hr while maintaining the temperature between 25°-30° C. The mixture was allowed to stir a...